The task is: describe an organic reaction: reactants, conditions, products, and yield. This data is from the Open Reaction Database (ORD), a public repository of structured organic reaction records. The reactants are CCOC1=NS(=O)(=O)N=C1NC1c2cc(OC(F)(F)F)ccc2OC(C)(C)C1O, C1CCNC1. Yields the product CC1(C)Oc2ccc(OC(F)(F)F)cc2C(NC2=NS(=O)(=O)N=C2N2CCCC2)C1O. As a reaction SMILES: [CH2:1]([O:2][C:4]1=[N:8][S:7](=[O:9])(=[O:10])[N:6]=[C:5]1[NH:11][CH:12]1[CH:13]([OH:29])[C:14]([CH3:27])([CH3:28])[O:15][c:16]2[cH:17][cH:18][c:19]([O:22][C:23]([F:24])([F:25])[F:26])[cH:20][c:21]21)[CH3:3].[CH2:30]1[CH2:31][CH2:32][NH:33][CH2:34]1>>[C:4]1([N:33]2[CH2:32][CH2:31][CH2:30][CH2:34]2)=[N:8][S:7](=[O:9])(=[O:10])[N:6]=[C:5]1[NH:11][CH:12]1[CH:13]([OH:29])[C:14]([CH3:27])([CH3:28])[O:15][c:16]2[cH:17][cH:18][c:19]([O:22][C:23]([F:24])([F:25])[F:26])[cH:20][c:21]21. Starting materials: CC(O)C.N1=CC=CC=C1 (pyridine dimethylcarbinol), [Li]CCCC (n-BuLi), hexanes, phenylthionochloroformate, final mixture, C(=O)(O)[O-].[Na+] (NaHCO3). Run in C1CCOC1 (THF). Run at temperature -78 celsius, time 1 minute. The product is C=CC.N1=CC=CC=C1 (pyridine propene). Yield: 116.8%. As a reaction SMILES: [CH3:1][CH:2]([CH3:4])O.[N:5]1[CH:10]=[CH:9][CH:8]=[CH:7][CH:6]=1.[Li]CCCC.C([O-])(O)=O.[Na+]>C1COCC1>[CH2:1]=[CH:2][CH3:4].[N:5]1[CH:10]=[CH:9][CH:8]=[CH:7][CH:6]=1 |f:0.1,3.4,6.7|. Procedure details: To a solution of O-protected pyridine dimethylcarbinol (3.0 g, 10.6 mmol) in THF (50 mL) at −78° C. was added n-BuLi 2.5 N in hexanes (4.7 ml, 11.7 mmol) followed, 1 min later, by phenylthionochloroformate (2.76 g, 16.0 mmol). The reaction was stirred at −78° C. for 40 min, then allowed to warm to RT and stirred 4 h. The final mixture was treated with saturated NaHCO3, extracted with DCM and AcOEt and the combined organic layers were dried over Na2SO4 and concentrated. Purification of the residu... Reactants: BrC1=CC=C2CCC=C(C2=C1)O[Si](C)(C)C ((7-bromo-3,4-dihydronaphthalen-1-yloxy)trimethylsilane), ClC(C)(C)C (2-Chloro-2-methylpropane). Reagents/catalysts: Cl[Ti](Cl)(Cl)Cl (TiCl4). The solvent is C(Cl)Cl (DCM), C(Cl)Cl (DCM). Run at temperature -40 celsius. The product is BrC1=CC=C2CCC(C(C2=C1)=O)C(C)(C)C (7-bromo-2-tert-butyl-3,4-dihydro-2H-naphthalen-1-one). Yield: 100.8%. Reaction SMILES: [Br:1][C:2]1[CH:11]=[C:10]2[C:5]([CH2:6][CH2:7][CH:8]=[C:9]2[O:12][Si](C)(C)C)=[CH:4][CH:3]=1.Cl[C:18]([CH3:21])([CH3:20])[CH3:19]>C(Cl)Cl.Cl[Ti](Cl)(Cl)Cl>[Br:1][C:2]1[CH:11]=[C:10]2[C:5]([CH2:6][CH2:7][CH:8]([C:18]([CH3:21])([CH3:20])[CH3:19])[C:9]2=[O:12])=[CH:4][CH:3]=1. Reported procedure: step a—A solution of (7-bromo-3,4-dihydronaphthalen-1-yloxy)trimethylsilane (6.85 g, 11.5 mmol, CASRN 309929-09-7) and DCM (23.0 mL) was cooled to −40° C. 2-Chloro-2-methylpropane (1.12 g, 1.32 mL, 12.1 mmol) was added and the solution stirred under nitrogen. A solution of TiCl4 (2.19 g, 1.27 mL, 11.5 mmol) in DCM (6 mL) was added dropwise while maintaining the solution at −40° C. Soon after addition was complete TLC indicated ca. 50% conversion. The reaction was stirred at RT over the weekend t...